This data is from the Open Reaction Database (ORD), a public repository of structured organic reaction records. The task is: describe an organic reaction: reactants, conditions, products, and yield Reactants: C(C)(=O)OCC (ethyl acetate), C(=O)(OC)C1=C2C=3C(CCCC3NC2=CC=C1)=O (5-carbomethoxy-1,2-dihydro-9H-carbazol-4(3H)-one), resultant mixture, [I-].[Na+] (sodium iodide). The solvent is CN(C)C=O (DMF). Reaction conditions: time 5 minute. Product: C1(=CC=CC2=CC=CC=C12)CN1C2=CC=CC(=C2C=2C(CCCC12)=O)C(=O)OC (9-[(1-naphthyl)methyl]-5-carbomethoxy-1,2-dihydrocarbazol-4(3H)-one). Yield: 41.0%. RXN SMILES: [C:1]([C:5]1[CH:17]=[CH:16][CH:15]=[C:14]2[C:6]=1[C:7]1[C:8](=[O:18])[CH2:9][CH2:10][CH2:11][C:12]=1[NH:13]2)([O:3][CH3:4])=[O:2].[I-].[Na+].C(O[CH2:25][CH3:26])(=O)C>CN(C=O)C>[C:25]1([CH2:26][N:13]2[C:12]3[CH2:11][CH2:10][CH2:9][C:8](=[O:18])[C:7]=3[C:6]3[C:14]2=[CH:15][CH:16]=[CH:17][C:5]=3[C:1]([O:3][CH3:4])=[O:2])[C:14]2[C:6](=[CH:5][CH:17]=[CH:16][CH:15]=2)[CH:7]=[CH:12][CH:11]=1 |f:1.2|. Procedure details: 40% Methanolic Triton B (1.6 mL, 3.6 mM) was slowly added dropwise to a solution of 5-carbomethoxy-1,2-dihydro-9H-carbazol-4(3H)-one (870 mg, 3.6 mM) in 30 mL of DMF at 25° C. After 5 minutes, 1-chloromethyl naphthylene (642 mg, 3.6 mM) and sodium iodide (450 mg, 3.0 mM) were added and the resultant mixture stirred at room temperature for 25 hours. The mixture was diluted with ethyl acetate, washed five times with H2O, 1 N HCl, H2O, sat NaHCO3, and saturated brine, dried over anhydrous magnesium... Reaction conditions: temperature -78 celsius, time 3.5 hour. Run in O1CCCC1 (tetrahydrofuran), O (water). RXN SMILES: [C:1]([NH:5][S:6]([C:9]1[CH:10]=[N:11][CH:12]=[C:13](Br)[CH:14]=1)(=[O:8])=[O:7])([CH3:4])([CH3:3])[CH3:2].[B:16](OC(C)C)([O:21]C(C)C)[O:17]C(C)C.C([Li])CCC.CCCCCC>O1CCCC1.O>[C:1]([NH:5][S:6]([C:9]1[CH:14]=[C:13]([B:16]([OH:21])[OH:17])[CH:12]=[N:11][CH:10]=1)(=[O:8])=[O:7])([CH3:4])([CH3:3])[CH3:2]. Product: C(C)(C)(C)NS(=O)(=O)C=1C=C(C=NC1)B(O)O (5-(N-tert-butylsulfamoyl)pyridin-3-ylboronic acid). Procedure: A solution of 5-bromo-pyridine-3-sulfonic acid tert-butylamide (CAS 911111-80-3; WO2010007) (11.4 g, 39 mmol) in tetrahydrofuran (200 ml) was treated with triisopropyl borate (33 ml, 144 mmol) and cooled to −78° C. A solution of n-butyl lithium in hexane (1.6M, 90 ml, 144 mmol) was added cautiously whereby the reaction temperature was kept below −60° C. The reaction mixture was stirred for 3.5 hours at −78° C. For the workup, the reaction mixture was treated with water (300 ml), stirred at room ... Reactants: C(C)(C)(C)NS(=O)(=O)C=1C=NC=C(C1)Br (5-bromo-pyridine-3-sulfonic acid tert-butylamide), B(OC(C)C)(OC(C)C)OC(C)C (triisopropyl borate), C(CCC)[Li] (n-butyl lithium), CCCCCC (hexane). The yield is 50.3%.